This data is from the Open Reaction Database (ORD), a public repository of structured organic reaction records. The task is: describe an organic reaction: reactants, conditions, products, and yield The reactants are O=C(Cl)OCc1ccccc1, CC1(NC(=O)OC(C)(C)C)CCNC1, CCOCC, [Na+], O=C([O-])O. Yields the product CC1(NC(=O)OC(C)(C)C)CCN(C(=O)OCc2ccccc2)C1. RXN SMILES: [CH2:20]([c:21]1[cH:22][cH:23][cH:24][cH:25][cH:26]1)[O:27][C:28](=[O:29])[Cl:30].[CH3:1][C:2]1([NH:7][C:8]([O:9][C:10]([CH3:11])([CH3:12])[CH3:13])=[O:14])[CH2:3][NH:4][CH2:5][CH2:6]1.[CH3:31][CH2:32][O:33][CH2:34][CH3:35].[Na+:15].[OH:16][C:17](=[O:18])[O-:19]>>[CH3:1][C:2]1([NH:7][C:8]([O:9][C:10]([CH3:11])([CH3:12])[CH3:13])=[O:14])[CH2:3][N:4]([C:28]([O:27][CH2:20][c:21]2[cH:22][cH:23][cH:24][cH:25][cH:26]2)=[O:29])[CH2:5][CH2:6]1. Starting materials: C[Al](C)C (Trimethylaluminum), ClC=1N=C(NC1CC)C(=O)N[C@@H]1[C@@H](CN(CC1)C=1SC(=C(N1)CNC)C(=O)OCC)OCC (Ethyl cis(±)-2-(4-{[(4-chloro-5-ethyl-1H-imidazol-2-yl)carbonyl]amino}-3-ethoxypiperidin-1-yl)-4-[(methylamino)methyl]-1,3-thiazole-5-carboxylate), Cl (hydrochloric acid). Solvent: C1(=CC=CC=C1)C (toluene). The product is ClC=1N=C(NC1CC)C(=O)N[C@@H]1[C@@H](CN(CC1)C=1SC2=C(N1)CN(C2=O)C)OCC (cis(±)-4-Chloro-N-[3-ethoxy-1-(5-methyl-6-oxo-5,6-dihydro-4H-pyrrolo[3,4-d][1,3]thiazol-2-yl)piperidin-4-yl]-5-ethyl-1H-imidazole-2-carboxamide). Yield: 34.5%. Reaction SMILES: C[Al](C)C.[Cl:5][C:6]1[N:7]=[C:8]([C:13]([NH:15][C@H:16]2[CH2:21][CH2:20][N:19]([C:22]3[S:23][C:24]([C:30]([O:32]CC)=O)=[C:25]([CH2:27][NH:28][CH3:29])[N:26]=3)[CH2:18][C@H:17]2[O:35][CH2:36][CH3:37])=[O:14])[NH:9][C:10]=1[CH2:11][CH3:12].Cl>C1(C)C=CC=CC=1>[Cl:5][C:6]1[N:7]=[C:8]([C:13]([NH:15][C@H:16]2[CH2:21][CH2:20][N:19]([C:22]3[S:23][C:24]4[C:30](=[O:32])[N:28]([CH3:29])[CH2:27][C:25]=4[N:26]=3)[CH2:18][C@H:17]2[O:35][CH2:36][CH3:37])=[O:14])[NH:9][C:10]=1[CH2:11][CH3:12]. Procedure: Trimethylaluminum (1.05 M solution in hexane) (0.76 mL, 0.80 mmol) was added to a solution of ethyl cis(±)-2-(4-{[(4-chloro-5-ethyl-1H-imidazol-2-yl)carbonyl]amino}-3-ethoxypiperidin-1-yl)-4-[(methylamino)methyl]-1,3-thiazole-5-carboxylate obtained in Example (256a) (80 mg, 0.16 mmol) in toluene (3 mL), and the mixture was heated under reflux for 45 minutes. A 1 N aqueous hydrochloric acid solution was added to the reaction solution, followed by stirring. Then, the mixture was extracted with eth... Reactants: ClC=1N=CC(=NC1)/C=C/C(=O)OCC (ethyl (2E)-3-(5-chloro-2-pyrazinyl)acrylate), ClC1=CC=C(CN2C[C@@H](CC2)N)C=C1 ((3R)-1-(4-chlorobenzyl)-3-pyrrolidinamine), C(=O)([O-])[O-].[K+].[K+] (K2CO3). Run in CN(C)C=O (DMF). Run at temperature 100 celsius, time 3 hour. Product: ClC1=CC=C(CN2C[C@@H](CC2)NC=2N=CC(=NC2)/C=C/C(=O)OCC)C=C1 (ethyl (2E)-3-(5-{[(3R)-1-(4-chlorobenzyl)-3-pyrrolidinyl]amino}-2-pyrazinyl)acrylate). Yield: 48.8%. Reaction SMILES: Cl[C:2]1[N:3]=[CH:4][C:5](/[CH:8]=[CH:9]/[C:10]([O:12][CH2:13][CH3:14])=[O:11])=[N:6][CH:7]=1.[Cl:15][C:16]1[CH:28]=[CH:27][C:19]([CH2:20][N:21]2[CH2:25][CH2:24][C@@H:23]([NH2:26])[CH2:22]2)=[CH:18][CH:17]=1.C([O-])([O-])=O.[K+].[K+]>CN(C=O)C>[Cl:15][C:16]1[CH:17]=[CH:18][C:19]([CH2:20][N:21]2[CH2:25][CH2:24][C@@H:23]([NH:26][C:2]3[N:3]=[CH:4][C:5](/[CH:8]=[CH:9]/[C:10]([O:12][CH2:13][CH3:14])=[O:11])=[N:6][CH:7]=3)[CH2:22]2)=[CH:27][CH:28]=1 |f:2.3.4|. Procedure details: To a solution of ethyl (2E)-3-(5-chloro-2-pyrazinyl)acrylate (1.78 g) and (3R)-1-(4-chlorobenzyl)-3-pyrrolidinamine (2.65 g) in DMF (25 mL) was added K2CO3 (5.79 g). After stirring for 3 hours at 100° C., the reaction mixture was partitioned between ethyl acetate and H2O. The organic layer was washed with H2O, dried over MgSO4, filtered, and evaporated in vacuo. The residue was purified by column chromatography on silica gel to give ethyl (2E)-3-(5-{[(3R)-1-(4-chlorobenzyl)-3-pyrrolidinyl]amino}... The reactants are C(CC)C1=NC2=C(N1CC1=CC=C(C=C1)C1=C(C=CC=C1)C#N)C=C(C=C2C)C=2N=C1SC=CN1C2 (4'-[[2-n-propyl-4-methyl-6-(imidazo[2,1-b]thiazol-6-yl)-benzimidazol-1-yl]-methyl]-2-cyano-biphenyl), [N-]=[N+]=[N-].[Na+] (sodium azide). Run in CN(C=O)C (dimethylformamide). Product: C(CC)C1=NC2=C(N1CC1=CC=C(C=C1)C1=C(C=CC=C1)C1=NN=NN1)C=C(C=C2C)C=2N=C1SC=CN1C2 (4'-[[2-n-Propyl-4-methyl-6-(imidazo[2,1-b]thiazol-6-yl)-benzimidazol-1-yl]-methyl]-2-(1H-tetrazol-5-yl)-biphenyl). As a reaction SMILES: [CH2:1]([C:4]1[N:8]([CH2:9][C:10]2[CH:15]=[CH:14][C:13]([C:16]3[CH:21]=[CH:20][CH:19]=[CH:18][C:17]=3[C:22]#[N:23])=[CH:12][CH:11]=2)[C:7]2[CH:24]=[C:25]([C:29]3[N:30]=[C:31]4[N:35]([CH:36]=3)[CH:34]=[CH:33][S:32]4)[CH:26]=[C:27]([CH3:28])[C:6]=2[N:5]=1)[CH2:2][CH3:3].[N-:37]=[N+:38]=[N-:39].[Na+]>CN(C)C=O>[CH2:1]([C:4]1[N:8]([CH2:9][C:10]2[CH:15]=[CH:14][C:13]([C:16]3[CH:21]=[CH:20][CH:19]=[CH:18][C:17]=3[C:22]3[NH:39][N:38]=[N:37][N:23]=3)=[CH:12][CH:11]=2)[C:7]2[CH:24]=[C:25]([C:29]3[N:30]=[C:31]4[N:35]([CH:36]=3)[CH:34]=[CH:33][S:32]4)[CH:26]=[C:27]([CH3:28])[C:6]=2[N:5]=1)[CH2:2][CH3:3] |f:1.2|. Procedure: Prepared analogously to Example 10 from 4'-[[2-n-propyl-4-methyl-6-(imidazo[2,1-b]thiazol-6-yl)-benzimidazol-1-yl]-methyl]-2-cyano-biphenyl and sodium azide in dimethylformamide. Reactants: BrC1=C2N=CNC2=NC=N1 (6-bromo-9H-purine), FC=1C=C(C=CC1)C1=C(C=CC2=CC=CC=C12)C(C)N (1-[1-(3-fluorophenyl)-2-naphthyl]ethanamine), C(C)(C)N(C(C)C)CC (N,N-diisopropylethylamine). Solvent: C(C)O (ethanol). Yields the product FC=1C=C(C=CC1)C1=C(C=CC2=CC=CC=C12)C(C)NC1=C2N=CNC2=NC=N1 (N-{1-[1-(3-fluorophenyl)-2-naphthyl]ethyl}-9H-purin-6-amine). RXN SMILES: Br[C:2]1[N:10]=[CH:9][N:8]=[C:7]2[C:3]=1[N:4]=[CH:5][NH:6]2.[F:11][C:12]1[CH:13]=[C:14]([C:18]2[C:27]3[C:22](=[CH:23][CH:24]=[CH:25][CH:26]=3)[CH:21]=[CH:20][C:19]=2[CH:28]([NH2:30])[CH3:29])[CH:15]=[CH:16][CH:17]=1.C(N(CC)C(C)C)(C)C>C(O)C>[F:11][C:12]1[CH:13]=[C:14]([C:18]2[C:27]3[C:22](=[CH:23][CH:24]=[CH:25][CH:26]=3)[CH:21]=[CH:20][C:19]=2[CH:28]([NH:30][C:2]2[N:10]=[CH:9][N:8]=[C:7]3[C:3]=2[N:4]=[CH:5][NH:6]3)[CH3:29])[CH:15]=[CH:16][CH:17]=1. Reported procedure: A mixture of 6-bromo-9H-purine (0.02696 g, 0.1355 mmol), 1-[1-(3-fluorophenyl)-2-naphthyl]ethanamine (0.030 g, 0.11 mmol), and N,N-diisopropylethylamine (0.024 mL, 0.14 mmol) in ethanol (0.9 mL) was heated at reflux under nitrogen overnight. The mixture was evaporated and the resultant residue was purified on RP-HPLC (XBridge C18 column, eluting with a gradient of acetonitrile/water containing 0.05% TFA, at flow rate of 30 mL/minute) to give the product as a TFA salt. LCMS calculated for C23H19F...